This data is from the Open Reaction Database (ORD), a public repository of structured organic reaction records. The task is: describe an organic reaction: reactants, conditions, products, and yield The reactants are Cl.N1C(CCCC1)CCCC(=O)O (4-(2-piperidinyl)butanoic acid hydrochloride), CO (Methanol), S(=O)(Cl)Cl (thionylchloride). The product is Cl.N1C(CCCC1)CCCC(=O)OC (Methyl 4-(piperidin-2-yl)butanoate hydrochloride). The yield is 45.0%. As a reaction SMILES: Cl.[NH:2]1[CH2:7][CH2:6][CH2:5][CH2:4][CH:3]1[CH2:8][CH2:9][CH2:10][C:11]([OH:13])=[O:12].S(Cl)([Cl:16])=O.[CH3:18]O>>[ClH:16].[NH:2]1[CH2:7][CH2:6][CH2:5][CH2:4][CH:3]1[CH2:8][CH2:9][CH2:10][C:11]([O:13][CH3:18])=[O:12] |f:0.1,4.5|. Reported procedure: A solution of 4-(2-piperidinyl)butanoic acid hydrochloride (5.95 g, 34.8 mmol) in Methanol (104 ml) is cooled to 0° C. At this temperature thionylchloride (7.54 ml, 104.3 mmol) is added slowly. The reaction mixture is heated to reflux for 12 h. The solvent is evaporated in vacuum. The residue is suspended in Ethylacetate and is heated to reflux. The suspension is filtered while it is still hot. In the filtrate a white solid dropped out, which was filtered out and dried in vacuum to give Methyl 4...